This data is from the Open Reaction Database (ORD), a public repository of structured organic reaction records. The task is: describe an organic reaction: reactants, conditions, products, and yield Starting materials: C1(CCCCC1)C=1C=2C=CC(=CC2N2C1C1=C(C=C(C2)C2=C(N=CO2)C(=O)N2CCOCC2)C=C(C=C1)OC)C(=O)O (13-Cyclohexyl-3-methoxy-6-(4-(4-morpholinylcarbonyl)-1,3-oxazol-5-yl)-7H-indolo[2,1-a][2]benzazepine-10-carboxylic acid), C1(CC1)S(=O)(=O)N (cyclopropanesulfonamide), C1CCC2=NCCCN2CC1 (DBU), C1=CN(C=N1)C(=O)N2C=CN=C2 (CDI). Solvent: C1CCOC1 (THF). Conditions: time 50 minute. Yields the product C1(CCCCC1)C=1C=2C=CC(=CC2N2C1C1=C(C=C(C2)C2=C(N=CO2)C(=O)N2CCOCC2)C=C(C=C1)OC)C(=O)NS(=O)(=O)C1CC1 (13-cyclohexyl-N-(cyclopropylsulfonyl)-3-methoxy-6-(4-(4-morpholinylcarbonyl)-1,3-oxazol-5-yl)-7H-indolo[2,1-a][2]benzazepine-10-carboxamide). Yield: 132.0%. Reaction SMILES: [CH:1]1([C:7]2[C:8]3[CH:9]=[CH:10][C:11]([C:40]([OH:42])=O)=[CH:12][C:13]=3[N:14]3[CH2:20][C:19]([C:21]4[O:25][CH:24]=[N:23][C:22]=4[C:26]([N:28]4[CH2:33][CH2:32][O:31][CH2:30][CH2:29]4)=[O:27])=[CH:18][C:17]4[CH:34]=[C:35]([O:38][CH3:39])[CH:36]=[CH:37][C:16]=4[C:15]=23)[CH2:6][CH2:5][CH2:4][CH2:3][CH2:2]1.C1N=CN(C(N2C=NC=C2)=O)C=1.[CH:55]1([S:58]([NH2:61])(=[O:60])=[O:59])[CH2:57][CH2:56]1.C1CCN2C(=NCCC2)CC1>C1COCC1>[CH:1]1([C:7]2[C:8]3[CH:9]=[CH:10][C:11]([C:40]([NH:61][S:58]([CH:55]4[CH2:57][CH2:56]4)(=[O:60])=[O:59])=[O:42])=[CH:12][C:13]=3[N:14]3[CH2:20][C:19]([C:21]4[O:25][CH:24]=[N:23][C:22]=4[C:26]([N:28]4[CH2:29][CH2:30][O:31][CH2:32][CH2:33]4)=[O:27])=[CH:18][C:17]4[CH:34]=[C:35]([O:38][CH3:39])[CH:36]=[CH:37][C:16]=4[C:15]=23)[CH2:6][CH2:5][CH2:4][CH2:3][CH2:2]1. Procedure details: 13-Cyclohexyl-3-methoxy-6-(4-(4-morpholinylcarbonyl)-1,3-oxazol-5-yl)-7H-indolo[2,1-a][2]benzazepine-10-carboxylic acid (40 mg, 0.070 mmol) was dissolved in THF (1 ml) and CDI (26 mg, 0.160 mmol) added to the reaction. The reaction was capped under a nitrogen atmosphere and stirred at room temperature for 1 hr 50 min then heated in an oil bath at 65 C for 1 hr 10 min. The reaction was cooled and cyclopropanesulfonamide (48 mg, 0.396 mmol) then DBU (0.022 ml, 0.146 mmol) was added to the reaction... Reactants: CCI, CN(C)C=O, [H-], [Na+], C1COCCO1, CC1(CNC(=O)C(F)(F)F)CN(C(c2ccccc2)c2ccccc2)C1. Product: CCN(CC1(C)CN(C(c2ccccc2)c2ccccc2)C1)C(=O)C(F)(F)F. Reaction SMILES: [CH2:29]([CH3:30])[I:31].[CH3:38][N:39]([CH3:40])[CH:41]=[O:42].[H-:1].[Na+:2].[O:32]1[CH2:33][CH2:34][O:35][CH2:36][CH2:37]1.[c:3]1([CH:9]([N:10]2[CH2:11][C:12]([CH2:14][NH:15][C:16]([C:17]([F:18])([F:19])[F:20])=[O:21])([CH3:22])[CH2:13]2)[c:23]2[cH:24][cH:25][cH:26][cH:27][cH:28]2)[cH:4][cH:5][cH:6][cH:7][cH:8]1>>[c:3]1([CH:9]([N:10]2[CH2:11][C:12]([CH2:14][N:15]([C:16]([C:17]([F:18])([F:19])[F:20])=[O:21])[CH2:29][CH3:30])([CH3:22])[CH2:13]2)[c:23]2[cH:24][cH:25][cH:26][cH:27][cH:28]2)[cH:4][cH:5][cH:6][cH:7][cH:8]1. Reactants: C1(CCCCC1)C(=O)N(CCN1CCN(CC1)C1=C(C=C(C=C1)N)OC)C1=NC=CC=C1 (1-[N-cyclohexylcarbonyl-N-(2-pyridyl)-2-aminoethyl]-4-(4-amino-2-methoxyphenyl)piperazine), C(=O)O (formic acid). Run in C(C)(=O)OCC (ethyl acetate), C(C)(=O)OCC (ethyl acetate). Product: C1(CCCCC1)C(=O)N(CCN1CCN(CC1)C1=C(C=C(C=C1)NC=O)OC)C1=NC=CC=C1 (1-[N-cyclohexylcarbonyl-N-(2-pyridyl)-2-aminoethyl]-4-(4-formylamino-2-methoxyphenyl)piperazine). Isolated yield 89.0%. RXN SMILES: [CH:1]1([C:7]([N:9]([C:27]2[CH:32]=[CH:31][CH:30]=[CH:29][N:28]=2)[CH2:10][CH2:11][N:12]2[CH2:17][CH2:16][N:15]([C:18]3[CH:23]=[CH:22][C:21]([NH2:24])=[CH:20][C:19]=3[O:25][CH3:26])[CH2:14][CH2:13]2)=[O:8])[CH2:6][CH2:5][CH2:4][CH2:3][CH2:2]1.[CH:33](O)=[O:34]>C(OCC)(=O)C>[CH:1]1([C:7]([N:9]([C:27]2[CH:32]=[CH:31][CH:30]=[CH:29][N:28]=2)[CH2:10][CH2:11][N:12]2[CH2:17][CH2:16][N:15]([C:18]3[CH:23]=[CH:22][C:21]([NH:24][CH:33]=[O:34])=[CH:20][C:19]=3[O:25][CH3:26])[CH2:14][CH2:13]2)=[O:8])[CH2:6][CH2:5][CH2:4][CH2:3][CH2:2]1. Reported procedure: A solution of 0.140 g of the compound of Example 6 and 0.4 mL of formic acid in 8 mL of ethyl acetate was stirred at room temperature for 8 h. Afterwards, the reaction mixture was diluted with 40 mL of ethyl acetate, washed with 1 N sodium hydroxide and water, dried on sodium sulphate and evaporated to dryness in vacuo. The crude was purified by flash chromatography (ethyl acetate—3N ammonia in methanol 95:5) to afford 0. 130 g (89%) of the title product. The reactants are CC1(OB(OC1(C)C)C1=CC=C(C=C1)S(=O)(=O)C1CN(CCC1)C(=O)OC(C)(C)C)C (tert-butyl 3-[4-(4,4,5,5-tetramethyl-1,3,2-dioxaborolan-2-yl)phenyl]sulfonylpiperidine-1-carboxylate), CC#N (MeCN), NC=1C(=NC(=CN1)Br)C(=O)OC (methyl 3-amino-6-bromo-pyrazine-2-carboxylate), [O-]P(=O)([O-])[O-].[K+].[K+].[K+] (K3PO4). Reagents/catalysts: CC(C)([P](C(C)(C)C)([Pd][P](C(C)(C)C)(C(C)(C)C)C(C)(C)C)C(C)(C)C)C (Pd[P(tBu)3]2). The solvent is CCOCC (ether), O (water). Run at temperature 60 celsius, time 2 hour. The product is NC=1C(=NC(=CN1)C1=CC=C(C=C1)S(=O)(=O)C1CN(CCC1)C(=O)OC(C)(C)C)C(=O)OC (methyl 3-amino-6-[4-[(1-tert-butoxycarbonyl-3-piperidyl)sulfonyl]phenyl]pyrazine-2-carboxylate). Isolated yield 90.0%. Reaction SMILES: CC1(C)C(C)(C)OB([C:9]2[CH:14]=[CH:13][C:12]([S:15]([CH:18]3[CH2:23][CH2:22][CH2:21][N:20]([C:24]([O:26][C:27]([CH3:30])([CH3:29])[CH3:28])=[O:25])[CH2:19]3)(=[O:17])=[O:16])=[CH:11][CH:10]=2)O1.[NH2:32][C:33]1[C:34]([C:40]([O:42][CH3:43])=[O:41])=[N:35][C:36](Br)=[CH:37][N:38]=1.[O-]P([O-])([O-])=O.[K+].[K+].[K+].CC#N>CC(C)([P](C(C)(C)C)([Pd][P](C(C)(C)C)(C(C)(C)C)C(C)(C)C)C(C)(C)C)C.CCOCC.O>[NH2:32][C:33]1[C:34]([C:40]([O:42][CH3:43])=[O:41])=[N:35][C:36]([C:9]2[CH:14]=[CH:13][C:12]([S:15]([CH:18]3[CH2:23][CH2:22][CH2:21][N:20]([C:24]([O:26][C:27]([CH3:29])([CH3:30])[CH3:28])=[O:25])[CH2:19]3)(=[O:17])=[O:16])=[CH:11][CH:10]=2)=[CH:37][N:38]=1 |f:2.3.4.5,^1:57,63|. Procedure: tert-butyl 3-[4-(4,4,5,5-tetramethyl-1,3,2-dioxaborolan-2-yl)phenyl]sulfonylpiperidine-1-carboxylate (2 g, 4.431 mmol), methyl 3-amino-6-bromo-pyrazine-2-carboxylate (934.6 mg, 4.028 mmol) and K3PO4 (1.710 g, 8.056 mmol) with MeCN (14.09 mL)/water (3.133 mL). Degassed with vacuum/nitrogen over 5 cycles, treated with Pd[P(tBu)3]2 (114.9 mg, 0.2248 mmol), degassed further 5 cycles and stirred under nitrogen for 2 hours at 60° C. The reaction mixture was cooled to ambient temperature and poured ont... Starting materials: CO, [Na+], [OH-], O, O=S(=O)(c1ccccc1)n1ccc2c1ncc1nnn(C3CCC(O)(CO)CC3)c12. The product is OCC1(O)CCC(n2nnc3cnc4[nH]ccc4c32)CC1. Reaction SMILES: [CH3:33][OH:34].[Na+:32].[OH-:31].[OH2:35].[c:1]1([S:2](=[O:3])(=[O:4])[n:10]2[c:11]3[n:12][cH:13][c:14]4[n:15][n:16][n:17]([CH:22]5[CH2:23][CH2:24][C:25]([OH:28])([CH2:29][OH:30])[CH2:26][CH2:27]5)[c:18]4[c:19]3[cH:20][cH:21]2)[cH:5][cH:6][cH:7][cH:8][cH:9]1>>[nH:10]1[c:11]2[n:12][cH:13][c:14]3[n:15][n:16][n:17]([CH:22]4[CH2:23][CH2:24][C:25]([OH:28])([CH2:29][OH:30])[CH2:26][CH2:27]4)[c:18]3[c:19]2[cH:20][cH:21]1. Reactants: CC(CCCC(C(=O)[O-])=O)CCC=C(C)C (3,7-Dimethyl-6octenyl-2-oxopropanoate), CC(C(C(=O)OCCC(CCC=C(C)C)C)=O)CCCCCCCCCCCC (3,7-Dimethyl-6-octenyl 3-methyl-2-oxopentadecanoate), ( 22 ), C(C)(=O)C1=CC=C(C=C1)C(C(=O)OCCC(CCC=C(C)C)C)=O (3,7-Dimethyl-6-octenyl (4-acetylphenyl)oxoacetate), ( 16 ), ( 11 ), CC(C(C(=O)OCCC(CCC=C(C)C)C)=O)CC (3,7-Dimethyl-6-octenyl 3-methyl-2-oxopentanoate), O=C(C(=O)OCCC(CCC=C(C)C)C)CCC (3,7-Dimethyl-6-octenyl 2-oxopentanoate), ( 13 ), ( 16 ), O=C(C(=O)OCCC(CCC=C(C)C)C)CCC (3,7-Dimethyl-6-octenyl 2-oxopentanoate), O=C(C(=O)OCCC(CCC=C(C)C)C)C1=CC=CC=C1 (3,7-Dimethyl-6-octenyl oxo(phenyl)acetate), CC(CCCC(C(=O)[O-])=O)CCC=C(C)C (3,7-Dimethyl-6octenyl-2-oxopropanoate), CC(CCC(C(C(=O)[O-])=O)C)CCC=C(C)C (3,7-Dimethyl-6octenyl-2-oxobutanoate), ( 14 ), O=C(C(=O)OCCC(CCC=C(C)C)C)CCC (3,7-Dimethyl-6-octenyl 2-oxopentanoate), CC(CCCC(C(=O)[O-])=O)CCC=C(C)C (3,7-Dimethyl-6octenyl-2-oxopropanoate), CC(CCCC(C(=O)[O-])=O)CCC=C(C)C (3,7-Dimethyl-6octenyl-2-oxopropanoate), O=C(C(=O)OCCC(CCC=C(C)C)C)CCC (3,7-Dimethyl-6-octenyl 2-oxopentanoate), O=C(C(=O)OCCC(CCC=C(C)C)C)CCC (3,7-Dimethyl-6-octenyl 2-oxopentanoate), O=C(C(=O)OCCC(CCC=C(C)C)C)CCC (3,7-Dimethyl-6-octenyl 2-oxopentanoate), C(C)(=O)C1=CC=C(C=C1)C(C(=O)OCCC(CCC=C(C)C)C)=O (3,7-Dimethyl-6-octenyl (4-acetylphenyl)oxoacetate), CC(C(C(=O)OCCC(CCC=C(C)C)C)=O)CC (3,7-Dimethyl-6-octenyl 3-methyl-2-oxopentanoate), CC(C(C(=O)OCCC(CCC=C(C)C)C)=O)CC (3,7-Dimethyl-6-octenyl 3-methyl-2-oxopentanoate), CC(CCC(C(C(=O)[O-])=O)C)CCC=C(C)C (3,7-Dimethyl-6octenyl-2-oxobutanoate), CC(CCC(C(C(=O)[O-])=O)C)CCC=C(C)C (3,7-Dimethyl-6octenyl-2-oxobutanoate), CC(CCC(C(C(=O)[O-])=O)C)CCC=C(C)C (3,7-Dimethyl-6octenyl-2-oxobutanoate), CC(CCCC(C(=O)[O-])=O)CCC=C(C)C (3,7-Dimethyl-6octenyl-2-oxopropanoate), ( 29 ), ( 42 ), CC(CCC(C(C(=O)[O-])=O)C)CCC=C(C)C (3,7-Dimethyl-6octenyl-2-oxobutanoate), ( 38 ), ( 100 ), ( 15 ), O=C(C(=O)OCCC(CCC=C(C)C)C)CCCCCCCCCCCCCC (3,7-Dimethyl-6-octenyl 2-oxohexadecanoate), O=C(C(=O)OCCC(CCC=C(C)C)C)CCC (3,7-Dimethyl-6-octenyl 2-oxopentanoate), O=C(C(=O)OCCC(CCC=C(C)C)C)CCC (3,7-Dimethyl-6-octenyl 2-oxopentanoate). Yields the product C1(CCCCC1)C(C(=O)OCCC(CCC=C(C)C)C)=O (3,7-Dimethyl-6-octenyl (cyclohexyl)oxoacetate). RXN SMILES: C[CH:2]([CH2:11][CH2:12]C=C(C)C)[CH2:3][CH2:4][CH2:5][C:6](=[O:10])[C:7]([O-:9])=[O:8].O=C(CCC)C(O[CH2:22][CH2:23][CH:24]([CH3:31])[CH2:25][CH2:26][CH:27]=[C:28]([CH3:30])[CH3:29])=O.CC(CCC=C(C)C)CCC(C)C(=O)C([O-])=O.CC(CC)C(=O)C(OCCC(C)CCC=C(C)C)=O.C(C1C=CC(C(=O)C(OCCC(C)CCC=C(C)C)=O)=CC=1)(=O)C.CC(CCCCCCCCCCCC)C(=O)C(OCCC(C)CCC=C(C)C)=O.O=C(C1C=CC=CC=1)C(OCCC(C)CCC=C(C)C)=O.O=C(CCCCCCCCCCCCCC)C(OCCC(C)CCC=C(C)C)=O>>[CH:5]1([C:6](=[O:10])[C:7]([O:9][CH2:22][CH2:23][CH:24]([CH3:31])[CH2:25][CH2:26][CH:27]=[C:28]([CH3:30])[CH3:29])=[O:8])[CH2:4][CH2:3][CH2:2][CH2:11][CH2:12]1. Reported procedure: MS (EI): 294 (M+, 1); 276 (1); 266 (1); 233 (1); 193 (1); 183 (4); 165 (1); 155 (2); 139 (2); 138 (13); 137 (4); 123 (14); 112 (2); 111 (16); 110 (3); 109 (6); 96 (4); 95 (16); 94 (2); 84 (7); 83 (100); 82 (15); 81 (22); 80 (3); 70 (2); 69 (29); 68 (4); 67 (11); 56 (4); 55 (42); 54 (3); 53 (5); 43 (4); 42 (4); 41 (38); 39 (8); 29 (6); 27 (4). Reactants: FC1=C(C=C(C(=O)NC2=CC=C(C=C2)C)C=C1)[N+](=O)[O-] (4-Fluoro-3-nitro-N-p-tolyl-benzamide), [OH-].[K+] (KOH), C(C)(C)(C)OC(NC1=CC=C(C=C1)O)=O ((4-Hydroxy-phenyl)-carbamic acid tert-butyl ester). Run in CS(=O)C (DMSO), O (water). Reaction conditions: temperature 80 celsius. Yields the product C(C)(C)(C)OC(NC1=CC=C(C=C1)OC1=C(C=C(C=C1)C(NC1=CC=C(C=C1)C)=O)[N+](=O)[O-])=O ([4-(2-nitro-4-p-tolylcarbamoyl-phenoxy)-phenyl]-carbamic acid tert-butyl ester). Reaction SMILES: F[C:2]1[CH:17]=[CH:16][C:5]([C:6]([NH:8][C:9]2[CH:14]=[CH:13][C:12]([CH3:15])=[CH:11][CH:10]=2)=[O:7])=[CH:4][C:3]=1[N+:18]([O-:20])=[O:19].[OH-].[K+].[C:23]([O:27][C:28](=[O:37])[NH:29][C:30]1[CH:35]=[CH:34][C:33]([OH:36])=[CH:32][CH:31]=1)([CH3:26])([CH3:25])[CH3:24]>CS(C)=O.O>[C:23]([O:27][C:28](=[O:37])[NH:29][C:30]1[CH:31]=[CH:32][C:33]([O:36][C:2]2[CH:17]=[CH:16][C:5]([C:6](=[O:7])[NH:8][C:9]3[CH:14]=[CH:13][C:12]([CH3:15])=[CH:11][CH:10]=3)=[CH:4][C:3]=2[N+:18]([O-:20])=[O:19])=[CH:34][CH:35]=1)([CH3:26])([CH3:24])[CH3:25] |f:1.2|. Reported procedure: To the product from Example 86B (1.77 g, 5.45 mmol), KOH (736 mg, 12.9 mmol), and (4-Hydroxy-phenyl)-carbamic acid tert-butyl ester (1.35 g, 6.45 mmol) were dissolved in DMSO and heated to 80° C. for 2 hrs. At this time the reaction mixture was cooled to room temperature and diluted with water. The title compound was then collected by filtration (380 mg, 12.7%).